From a dataset of the Open Reaction Database (ORD), a public repository of structured organic reaction records. describe an organic reaction: reactants, conditions, products, and yield The reactants are C1CCOC1, CCN(C(C)C)C(C)C, Cn1c(Nc2c(F)cccc2Cl)nc2cc(C(=O)O)c3c(c21)CC(C)(C)O3, Nc1ccc(C(F)(F)F)c[n+]1[O-], O=S(Cl)Cl. The product is Cn1c(Nc2c(F)cccc2Cl)nc2cc(C(=O)Nc3ccc(C(F)(F)F)c[n+]3[O-])c3c(c21)CC(C)(C)O3. As a reaction SMILES: [CH2:53]1[O:54][CH2:55][CH2:56][CH2:57]1.[CH:44]([N:45]([CH2:46][CH3:47])[CH:48]([CH3:49])[CH3:50])([CH3:51])[CH3:52].[Cl:1][c:2]1[c:3]([NH:9][c:10]2[n:11][c:12]3[c:13]([n:14]2[CH3:15])[c:16]2[c:20]([c:21]([C:23](=[O:24])[OH:25])[cH:22]3)[O:19][C:18]([CH3:26])([CH3:27])[CH2:17]2)[c:4]([F:8])[cH:5][cH:6][cH:7]1.[NH2:32][c:33]1[n+:34]([O-:43])[cH:35][c:36]([C:39]([F:40])([F:41])[F:42])[cH:37][cH:38]1.[S:28]([Cl:29])([Cl:30])=[O:31]>>[Cl:1][c:2]1[c:3]([NH:9][c:10]2[n:11][c:12]3[c:13]([n:14]2[CH3:15])[c:16]2[c:20]([c:21]([C:23](=[O:24])[NH:32][c:33]4[n+:34]([O-:43])[cH:35][c:36]([C:39]([F:40])([F:41])[F:42])[cH:37][cH:38]4)[cH:22]3)[O:19][C:18]([CH3:26])([CH3:27])[CH2:17]2)[c:4]([F:8])[cH:5][cH:6][cH:7]1. Reactants: CN1CCN(CC1)C(CC(C(N1CCCCC1)=O)C1=CC=C(C=C1)[N+](=O)[O-])=O (1-methyl-4-[3-(4-nitrophenyl)-4-oxo-4-piperidin-1-ylbutanoyl]piperazine), [H-].[Al+3].[Li+].[H-].[H-].[H-] (lithium aluminum hydride). Product: CN1CCN(CC1)CCC(CN1CCCCC1)C1=CC=C(N)C=C1 (4-[3-(4-methylpiperazin-1-yl)-1-(piperidin-1-ylmethyl)propyl]aniline). Reaction SMILES: [CH3:1][N:2]1[CH2:7][CH2:6][N:5]([C:8](=O)[CH2:9][CH:10]([C:19]2[CH:24]=[CH:23][C:22]([N+:25]([O-])=O)=[CH:21][CH:20]=2)[C:11](=O)[N:12]2[CH2:17][CH2:16][CH2:15][CH2:14][CH2:13]2)[CH2:4][CH2:3]1.[H-].[Al+3].[Li+].[H-].[H-].[H-]>>[CH3:1][N:2]1[CH2:3][CH2:4][N:5]([CH2:8][CH2:9][CH:10]([C:19]2[CH:20]=[CH:21][C:22]([NH2:25])=[CH:23][CH:24]=2)[CH2:11][N:12]2[CH2:13][CH2:14][CH2:15][CH2:16][CH2:17]2)[CH2:6][CH2:7]1 |f:1.2.3.4.5.6|. Procedure details: 1-[(4-Nitrophenyl)acetyl]piperidine was alkylated with methyl -bromoacetate in the same manner as in Reference Example 47, hydrolyzed with 1 M sodium hydroxide aqueous solution in methanol, and then condensed with 1-methylpiperazine in the same manner as in Reference Example 5 to obtain 1-methyl-4-[3-(4-nitrophenyl)-4-oxo-4-piperidin-1-ylbutanoyl]piperazine (ESI: 389). This piperazine compound was subjected to the reduction of nitro group in the same manner as the catalytic hydrogenation shown i... Reactants: C(CCC)[Li] (n-butyl lithium), C(C)(C)(C)OC(=O)N1[C@@H](CC[C@@H]1CO)C(=O)O ((2S,5R)-1-(tert-butoxycarbonyl)-5-(hydroxymethyl)pyrrolidine-2-carboxylic acid), S(=O)(=O)(OC)OC (dimethyl sulphate). Run in C1CCOC1 (THF). Reaction conditions: time 1 hour. The product is C(C)(C)(C)OC(=O)N1[C@@H](CC[C@@H]1COC)C(=O)O ((2S,5R)-1-(tert-butoxycarbonyl)-5-(methoxymethyl)pyrrolidine-2-carboxylic acid). The yield is 23.0%. As a reaction SMILES: [C:1]([O:5][C:6]([N:8]1[C@@H:12]([CH2:13][OH:14])[CH2:11][CH2:10][C@H:9]1[C:15]([OH:17])=[O:16])=[O:7])([CH3:4])([CH3:3])[CH3:2].[CH2:18]([Li])CCC.S(OC)(OC)(=O)=O>C1COCC1>[C:1]([O:5][C:6]([N:8]1[C@@H:12]([CH2:13][O:14][CH3:18])[CH2:11][CH2:10][C@H:9]1[C:15]([OH:17])=[O:16])=[O:7])([CH3:4])([CH3:2])[CH3:3]. Procedure details: A solution of (2S,5R)-1-(tert-butoxycarbonyl)-5-(hydroxymethyl)pyrrolidine-2-carboxylic acid (820 mg, 3.34 mmol) in 11 mL THF was cooled in a −10° C. bath and treated with n-butyl lithium (1.6M in hexanes, 6.5 mL, 10.36 mmol) and kept cold for 1 hour, then dimethyl sulphate (0.380 mL, 4.01 mmol) was added. The temperature was held at −5° C. to 5° C. and then the reaction mixture was held in the −20° C. freezer overnight. The reaction was quenched cold, with water. Next, the mixture was concentra... Reactants: CC(=O)OC1C=CC(C)(O)OC1C, c1ccccc1. Yields the product CC(=O)OC1CCC(C)(O)OC1C. RXN SMILES: [CH3:1][C:2]1([OH:3])[CH:4]=[CH:5][CH:6]([O:7][C:8]([CH3:9])=[O:10])[CH:11]([CH3:13])[O:12]1.[cH:14]1[cH:15][cH:16][cH:17][cH:18][cH:19]1>>[CH3:1][C:2]1([OH:3])[CH2:4][CH2:5][CH:6]([O:7][C:8]([CH3:9])=[O:10])[CH:11]([CH3:13])[O:12]1. Reactants: BrC[Mg] (bromo methyl magnesium), [OH-].[Na+] (NaOH), ClC1=C(C#N)C=CC(=C1)C (2-chloro-4methylbenzonitrile), Cl (HCl). Solvent: C(C)OCC (diethylether), C1(=CC=CC=C1)C (toluene). Conditions: temperature 105 celsius. Product: ClC1=C(C=CC(=C1)C)C(C)=O (1-(2-chloro-4-methylphenyl)ethanone). Yield: 72.0%. As a reaction SMILES: Cl[C:2]1[CH:9]=[C:8]([CH3:10])[CH:7]=[CH:6][C:3]=1[C:4]#N.Br[CH2:12][Mg].[ClH:14].[OH-:15].[Na+]>C1(C)C=CC=CC=1.C(OCC)C>[Cl:14][C:2]1[CH:9]=[C:8]([CH3:10])[CH:7]=[CH:6][C:3]=1[C:4](=[O:15])[CH3:12] |f:3.4|. Procedure details: A mixture of 2-chloro-4methylbenzonitrile (2.00 g, 13.19 mmol) in toluene (25 ml), was prepared at room temperature and 3M bromo methyl magnesium (13.2 ml, 39.68 mmol) in diethylether, 3M was added dropwise and the mixture then heated to reflux (100-110° C.) for 16 h. The mixture was then cooled to 0° C. and then adjusted to pH 2 with 2M aqueous HCl. The mixture was then heated to reflux as above for 2 h. The mixture was then basified with 2M NaOH to pH 11, extracted with EtOAc (100 ml), the org... The reactants are FC1=CC2=C(C=C1)C1(CCN(CC1)C(=O)C=1C=NC=3N(C1NC1=CC=C(C=C1)C)N=CC3C(=O)O)CO2 (6-(6-Fluoro-2H-spiro[benzofuran-3,4′-piperidine]-1′-ylcarbonyl)-7-(4-methylphenylamino)pyrazolo[1,5-a]pyrimidine-3-carboxylic acid), C(C)S(=O)(=O)N (ethanesulfonamide). Product: FC1=CC2=C(C=C1)C1(CCN(CC1)C(=O)C=1C=NC=3N(C1NC1=CC=C(C=C1)C)N=CC3C(=O)NS(=O)(=O)CC)CO2 (N-[6-(6-Fluoro-2H-spiro[benzofuran-3,4′-piperidine]-1′-ylcarbonyl)-7-(4-methylphenylamino)pyrazolo[1,5-a]pyrimidine-3-carbonyl]ethanesulfonamide). The yield is 59.9%. Reaction SMILES: [F:1][C:2]1[CH:7]=[CH:6][C:5]2[C:8]3([CH2:36][O:37][C:4]=2[CH:3]=1)[CH2:13][CH2:12][N:11]([C:14]([C:16]1[CH:17]=[N:18][C:19]2[N:20]([N:30]=[CH:31][C:32]=2[C:33](O)=[O:34])[C:21]=1[NH:22][C:23]1[CH:28]=[CH:27][C:26]([CH3:29])=[CH:25][CH:24]=1)=[O:15])[CH2:10][CH2:9]3.[CH2:38]([S:40]([NH2:43])(=[O:42])=[O:41])[CH3:39]>>[F:1][C:2]1[CH:7]=[CH:6][C:5]2[C:8]3([CH2:36][O:37][C:4]=2[CH:3]=1)[CH2:9][CH2:10][N:11]([C:14]([C:16]1[CH:17]=[N:18][C:19]2[N:20]([N:30]=[CH:31][C:32]=2[C:33]([NH:43][S:40]([CH2:38][CH3:39])(=[O:42])=[O:41])=[O:34])[C:21]=1[NH:22][C:23]1[CH:28]=[CH:27][C:26]([CH3:29])=[CH:25][CH:24]=1)=[O:15])[CH2:12][CH2:13]3. Procedure: In the same manner as in Example 1, step 6 and using 6-(6-fluoro-2H-spiro[benzofuran-3,4′-piperidine]-1′-ylcarbonyl)-7-(4-methylphenylamino)pyrazolo[1,5-a]pyrimidine-3-carboxylic acid (0.031 g, 0.062 mmol) obtained in step 4 and ethanesulfonamide (0.034 g, 0.309 mmol), the title compound (0.022 g, 60%) was obtained.